This data is from the Open Reaction Database (ORD), a public repository of structured organic reaction records. The task is: describe an organic reaction: reactants, conditions, products, and yield Starting materials: C(#N)CC(=O)NC1=C(C=CC=C1)CC (2-cyano-2'-ethylacetanilide), COC(N(C)C)OC (N,N-dimethylformamide dimethylacetal). The product is C(#N)C(C(=O)NC1=C(C=CC=C1)CC)=CN(C)C (2-cyano-3-dimethylamino-2'-ethylacrylanilide). Reaction SMILES: [C:1]([CH2:3][C:4]([NH:6][C:7]1[CH:12]=[CH:11][CH:10]=[CH:9][C:8]=1[CH2:13][CH3:14])=[O:5])#[N:2].CO[CH:17](OC)[N:18]([CH3:20])[CH3:19]>>[C:1]([C:3](=[CH:17][N:18]([CH3:20])[CH3:19])[C:4]([NH:6][C:7]1[CH:12]=[CH:11][CH:10]=[CH:9][C:8]=1[CH2:13][CH3:14])=[O:5])#[N:2]. Reported procedure: As for Example 1, 2-cyano-2'-ethylacetanilide as long needles, m.p. 128°-130° C. (prepared by the procedure described in U.S. Pat. No. 3,116,312), is heated with N,N-dimethylformamide dimethylacetal to yield 2-cyano-3-dimethylamino-2'-ethylacrylanilide as colorless prisms, m.p. 102.5°-104° C.